From a dataset of the Open Reaction Database (ORD), a public repository of structured organic reaction records. describe an organic reaction: reactants, conditions, products, and yield Starting materials: CNS(=O)(=O)C=1C=C2CC(NC2=CC1)=O (5-Methylaminosulfonyl-2-oxindole), CC=1NC2=CC=CC=C2C1C=O (2-methylindole-3-carboxaldehyde). Product: CNS(=O)(=O)C=1C=C2C(C(NC2=CC1)=O)=CC1=C(NC2=CC=CC=C12)C (3-(2-Methyl-1H-indol-3-ylmethylene)-2-oxo-2,3-dihydro-1H-indole-5-sulfonic acid methylamide). As a reaction SMILES: [CH3:1][NH:2][S:3]([C:6]1[CH:7]=[C:8]2[C:12](=[CH:13][CH:14]=1)[NH:11][C:10](=[O:15])[CH2:9]2)(=[O:5])=[O:4].[CH3:16][C:17]1[NH:18][C:19]2[C:24]([C:25]=1[CH:26]=O)=[CH:23][CH:22]=[CH:21][CH:20]=2>>[CH3:1][NH:2][S:3]([C:6]1[CH:7]=[C:8]2[C:12](=[CH:13][CH:14]=1)[NH:11][C:10](=[O:15])[C:9]2=[CH:26][C:25]1[C:24]2[C:19](=[CH:20][CH:21]=[CH:22][CH:23]=2)[NH:18][C:17]=1[CH3:16])(=[O:5])=[O:4]. Procedure: 5-Methylaminosulfonyl-2-oxindole was condensed with 2-methylindole-3-carboxaldehyde to give the title compound. RXN SMILES: [NH2:1][CH2:2][CH2:3][CH2:4][O:5][CH2:6][C:7]([OH:9])=O.C[O:11][C:12](=[O:19])[CH2:13][O:14][CH2:15][CH2:16][C:17]#[N:18].[H][H]>C(OC(=O)C)(=O)C.O.[Pt]>[C:7]1(=[O:9])[NH:1][CH2:2][CH2:3][CH2:4][O:5][CH2:6]1.[NH2:18][CH2:17][CH2:16][CH2:15][O:14][CH2:13][C:12]([OH:19])=[O:11]. Procedure details: A process for preparing 6-amino-3-oxahexanoic acid which comprises: contacting methyl-2-cyanoethoxyacetate in excess acetic acid anhydride with hydrogen in the presence of a catalytic amount of platinum to prepare N-acetyl-6-amino-3-oxamethylhexanoate, and heating in excess water at a temperature of about 260° C. to form a mixture comprising 3-oxacaprolactam and 6-amino-3-oxahexanoic acid, extracting said mixture with chloroform, and separating 6-amino-3-oxahexanoic acid from the residue of said... The reagents and catalysts are [Pt] (platinum). Reactants: N-acetyl-6-amino-3-oxamethylhexanoate, [H][H] (hydrogen), NCCCOCC(=O)O (6-amino-3-oxahexanoic acid), COC(COCCC#N)=O (methyl-2-cyanoethoxyacetate). Solvent: O (water), C(C)(=O)OC(C)=O (acetic acid anhydride). Product: C1(COCCCN1)=O (3-oxacaprolactam), NCCCOCC(=O)O (6-amino-3-oxahexanoic acid).